From a dataset of the Open Reaction Database (ORD), a public repository of structured organic reaction records. describe an organic reaction: reactants, conditions, products, and yield Reactants: O=C(n1ccnc1)n1ccnc1, NCCCCN1CCN(c2cccc(Cl)c2Cl)CC1, C1CCOC1, O=C(O)c1ccc2cc3ccccc3cc2c1. Product: O=C(NCCCCN1CCN(c2cccc(Cl)c2Cl)CC1)c1ccc2cc3ccccc3cc2c1. Reaction SMILES: [C:18]([n:19]1[cH:20][cH:21][n:22][cH:23]1)([n:24]1[cH:25][cH:26][n:27][cH:28]1)=[O:29].[Cl:30][c:31]1[c:32]([N:38]2[CH2:39][CH2:40][N:41]([CH2:44][CH2:45][CH2:46][CH2:47][NH2:48])[CH2:42][CH2:43]2)[cH:33][cH:34][cH:35][c:36]1[Cl:37].[O:49]1[CH2:50][CH2:51][CH2:52][CH2:53]1.[cH:1]1[c:2]([C:15](=[O:16])[OH:17])[cH:3][cH:4][c:5]2[cH:6][c:7]3[cH:8][cH:9][cH:10][cH:11][c:12]3[cH:13][c:14]12>>[cH:1]1[c:2]([C:15](=[O:16])[NH:48][CH2:47][CH2:46][CH2:45][CH2:44][N:41]2[CH2:40][CH2:39][N:38]([c:32]3[c:31]([Cl:30])[c:36]([Cl:37])[cH:35][cH:34][cH:33]3)[CH2:43][CH2:42]2)[cH:3][cH:4][c:5]2[cH:6][c:7]3[cH:8][cH:9][cH:10][cH:11][c:12]3[cH:13][c:14]12. Reactants: C(C)(C)(C)OC(=O)N1[C@@H](CCC1)C(=O)O ((S)-1-(tert-butoxycarbonyl)pyrrolidine-2-carboxylic acid), C(C)OC1N(C2=CC=CC=C2C=C1)C(=O)OCC (ethyl 2-ethoxyquinoline-1(2H)-carboxylate), NC1=NN(C2=CC=C(C=C12)Br)C(=O)OC(C)(C)C (tert-butyl 3-amino-5-bromo-1H-indazole-1-carboxylate). Product: BrC=1C=C2C(=NN(C2=CC1)C(=O)OC(C)(C)C)NC(=O)[C@H]1N(CCC1)C(=O)OC(C)(C)C ((S)-tert-Butyl 5-bromo-3-(1-(tert-butoxycarbonyl)-pyrrolidine-2-carboxamido)-1H-indazole-1-carboxylate). Solvent: ClCCCl (DCE), ClCCCl (DCE). RXN SMILES: [C:1]([O:5][C:6]([N:8]1[CH2:12][CH2:11][CH2:10][C@H:9]1[C:13]([OH:15])=O)=[O:7])([CH3:4])([CH3:3])[CH3:2].C(OC1C=CC2C(=CC=CC=2)N1C(OCC)=O)C.[NH2:34][C:35]1[C:43]2[C:38](=[CH:39][CH:40]=[C:41]([Br:44])[CH:42]=2)[N:37]([C:45]([O:47][C:48]([CH3:51])([CH3:50])[CH3:49])=[O:46])[N:36]=1>ClCCCl>[Br:44][C:41]1[CH:42]=[C:43]2[C:38](=[CH:39][CH:40]=1)[N:37]([C:45]([O:47][C:48]([CH3:50])([CH3:49])[CH3:51])=[O:46])[N:36]=[C:35]2[NH:34][C:13]([C@@H:9]1[CH2:10][CH2:11][CH2:12][N:8]1[C:6]([O:5][C:1]([CH3:2])([CH3:3])[CH3:4])=[O:7])=[O:15]. Procedure: A solution of (S)-1-(tert-butoxycarbonyl)pyrrolidine-2-carboxylic acid (8.41 g, 39.1 mmol) and ethyl 2-ethoxyquinoline-1(2H)-carboxylate (EEDQ, 9.66 g, 39.1 mmol) in DCE (50 mL) was allowed to stir at rt for 10 min. To this solution was added a solution of tert-butyl 3-amino-5-bromo-1H-indazole-1-carboxylate (6.1 g, 19.54 mmol) in DCE (50 mL) in one portion and the resulting mixture was heated at 70° C. overnight. The mixture was partitioned between sat NaHCO3 and EtOAc and the phases were separ... Conditions: time 10 minute.